This data is from the Open Reaction Database (ORD), a public repository of structured organic reaction records. The task is: describe an organic reaction: reactants, conditions, products, and yield Starting materials: CC(=O)O, CCC=CCCC1COC(C)(C)O1. The product is CCC=CCCC(O)CO. As a reaction SMILES: [C:14]([OH:15])(=[O:16])[CH3:17].[CH2:1]([CH2:2][CH:3]=[CH:4][CH2:5][CH3:6])[CH:7]1[O:8][C:9]([CH3:12])([CH3:13])[O:10][CH2:11]1>>[CH2:1]([CH2:2][CH:3]=[CH:4][CH2:5][CH3:6])[CH:7]([OH:8])[CH2:11][OH:10].